From a dataset of the Open Reaction Database (ORD), a public repository of structured organic reaction records. describe an organic reaction: reactants, conditions, products, and yield Reactants: ( ε ), CC1=NC(=CS1)/C=C(\C)/[C@@H]2C/C=C\CCC[C@@H]([C@@H]([C@H](C(=O)[C@H]([C@H](CC(=O)O2)O)C)C)O)C (Epothilone C2), ( 2 ), CC1=NC(=CS1)/C=C(\C)/[C@@H]2C/C=C(\CCC[C@@H]([C@@H]([C@H](C(=O)[C@@H]([C@H](CC(=O)O2)O)C)C)O)C)/C (Epothilone D1), CC1=NC(=CS1)/C=C(\C)/[C@@H]2C/C=C\CCC[C@@H]([C@@H]([C@H](C(=O)[C@@H]([C@H](CC(=O)O2)O)C)C)O)C (Epothilone C1), CCC1=NC(=CS1)/C=C(\C)/[C@@H]2C[C@H]3[C@H](O3)CCC[C@@H]([C@@H]([C@H](C(=O)C([C@H](CC(=O)O2)O)(C)C)C)O)C (Epothilone B10), ( 15 ), [K+].[Br-] (KBr), CC1=NC(=CO1)/C=C(\C)/[C@@H]2C/C=C(\CCC[C@@H]([C@@H]([C@H](C(=O)C([C@H](CC(=O)O2)O)(C)C)C)O)C)/C (Epothilone H2), ( 14 ), ( 100 ), (3)H, ( 4 ). Run in CO (MeOH), CO (MeOH). The product is CC1=NC(=CS1)/C=C(\C)/[C@@H]2C/C=C\C=C\C[C@@H]([C@@H]([C@H](C(=O)C([C@H](CC(=O)O2)O)(C)C)C)O)C (Epothilone C6). RXN SMILES: [K+].[Br-].CC1OC=C(/C=C(/[C@H]2OC(=O)C[C@H](O)C(C)(C)C(=O)[C@H](C)[C@@H](O)[C@@H](C)CCCC(C)=CC2)\C)N=1.CC1SC=C(/C=C(/[C@H]2OC(=O)C[C@H](O)[C@@H](C)C(=O)[C@H](C)[C@@H](O)[C@@H](C)CCCC=CC2)\C)N=1.C[CH2:70][C:71]1[S:75][CH:74]=[C:73](/[CH:76]=[C:77](/[C@H:79]2[O:97][C:95](=[O:96])[CH2:94][C@H:93]([OH:98])[C:92]([CH3:100])([CH3:99])[C:90](=[O:91])[C@H:89]([CH3:101])[C@@H:88]([OH:102])[C@@H:87]([CH3:103])[CH2:86][CH2:85][CH2:84][C@H:82]3O[C@H:81]3[CH2:80]2)\[CH3:78])[N:72]=1.CC1SC=C(/C=C(/[C@H]2OC(=O)C[C@H](O)[C@H](C)C(=O)[C@H](C)[C@@H](O)[C@@H](C)CCCC=CC2)\C)N=1.CC1SC=C(/C=C(/[C@H]2OC(=O)C[C@H](O)[C@@H](C)C(=O)[C@H](C)[C@@H](O)[C@@H](C)CCCC(C)=CC2)\C)N=1>CO>[CH3:70][C:71]1[S:75][CH:74]=[C:73](/[CH:76]=[C:77](/[C@H:79]2[O:97][C:95](=[O:96])[CH2:94][C@H:93]([OH:98])[C:92]([CH3:100])([CH3:99])[C:90](=[O:91])[C@H:89]([CH3:101])[C@@H:88]([OH:102])[C@@H:87]([CH3:103])[CH2:86][CH:85]=[CH:84][CH:82]=[CH:81][CH2:80]2)\[CH3:78])[N:72]=1 |f:0.1|. Procedure details: colorless amorphous solid; [α]D22−205.2 (c 1.0, MeOH); UV (MeOH) λmax nm (ε) 218 (24600), 237 (28800); IR (KBr) νmax 3435, 2967, 2927, 2882, 1732, 1688, 1465, 1258, 988 cm−1; 1H NMR (CDCl3, 300 MHz) δ 6.97 (1H, s, H-19), 6.58 (1H, bs, H-17), 6.43 (1H, dd, 15.5, 10.8 Hz, H-11), 6.11 (1H, dd, J=10.8, 10.6 Hz, H-12), 5.75 (1H, ddd, J=15.5, 8.3, 5.6 Hz, H-10), 5.34 (1H, m, H-13), 5.34 (1H, dd, J=9.7, 2.4 Hz, H-15), 4.16 (1H, ddd, J=9.2, 4.9, 4.3 Hz, H-3), 3.74 (1H, ddd, J=2.2, 2.1, 1.7 Hz, H-7), 3.2... The reactants are BrB(Br)Br, CCOC(=O)c1coc2cc(OC)ccc12, ClCCl. The product is CCOC(=O)c1coc2cc(O)ccc12. RXN SMILES: [B:17]([Br:18])([Br:19])[Br:20].[CH2:1]([CH3:2])[O:3][C:4](=[O:5])[c:6]1[cH:7][o:8][c:9]2[c:10]1[cH:11][cH:12][c:13]([O:15][CH3:16])[cH:14]2.[Cl:21][CH2:22][Cl:23]>>[CH2:1]([CH3:2])[O:3][C:4](=[O:5])[c:6]1[cH:7][o:8][c:9]2[c:10]1[cH:11][cH:12][c:13]([OH:15])[cH:14]2. Reactants: CC(C)C(=O)Nc1cccc(C2CCNCC2)c1, O=Cc1ccc(-n2ccnc2)cc1. Product: CC(C)C(=O)Nc1cccc(C2CCN(Cc3ccc(-n4ccnc4)cc3)CC2)c1. As a reaction SMILES: [CH3:14][CH:15]([C:16](=[O:17])[NH:18][c:19]1[cH:20][c:21]([CH:25]2[CH2:26][CH2:27][NH:28][CH2:29][CH2:30]2)[cH:22][cH:23][cH:24]1)[CH3:31].[n:1]1(-[c:6]2[cH:7][cH:8][c:9]([CH:10]=[O:11])[cH:12][cH:13]2)[cH:2][n:3][cH:4][cH:5]1>>[n:1]1(-[c:6]2[cH:7][cH:8][c:9]([CH2:10][N:28]3[CH2:27][CH2:26][CH:25]([c:21]4[cH:20][c:19]([NH:18][C:16]([CH:15]([CH3:14])[CH3:31])=[O:17])[cH:24][cH:23][cH:22]4)[CH2:30][CH2:29]3)[cH:12][cH:13]2)[cH:2][n:3][cH:4][cH:5]1. Starting materials: C1CCOC1, CCN(Cc1cc(C(F)(F)F)ccc1Oc1cccc(CC(=O)OC)c1)S(=O)(=O)c1ccc(Nc2cccc(C)c2)cc1, [H-], CI, [Na+]. The product is CCN(Cc1cc(C(F)(F)F)ccc1Oc1cccc(CC(=O)OC)c1)S(=O)(=O)c1ccc(N(C)c2cccc(C)c2)cc1. RXN SMILES: [CH2:48]1[O:49][CH2:50][CH2:51][CH2:52]1.[CH3:1][O:2][C:3]([CH2:4][c:5]1[cH:6][c:7]([O:11][c:12]2[c:13]([CH2:22][N:23]([S:24](=[O:25])(=[O:26])[c:27]3[cH:28][cH:29][c:30]([NH:33][c:34]4[cH:35][c:36]([CH3:40])[cH:37][cH:38][cH:39]4)[cH:31][cH:32]3)[CH2:41][CH3:42])[cH:14][c:15]([C:18]([F:19])([F:20])[F:21])[cH:16][cH:17]2)[cH:8][cH:9][cH:10]1)=[O:43].[H-:44].[I:46][CH3:47].[Na+:45]>>[CH3:1][O:2][C:3]([CH2:4][c:5]1[cH:6][c:7]([O:11][c:12]2[c:13]([CH2:22][N:23]([S:24](=[O:25])(=[O:26])[c:27]3[cH:28][cH:29][c:30]([N:33]([c:34]4[cH:35][c:36]([CH3:40])[cH:37][cH:38][cH:39]4)[CH3:47])[cH:31][cH:32]3)[CH2:41][CH3:42])[cH:14][c:15]([C:18]([F:19])([F:20])[F:21])[cH:16][cH:17]2)[cH:8][cH:9][cH:10]1)=[O:43]. Reported procedure: Raney nickel W-2 (NDHF-90: a trademark for a product of Kawaken Fine Chemical K.K.; 550 mg) was subjected to decantation once with water and once with methanol. Forty eight milligrams of boric acid were added. The atmosphere was replaced with argon and then with hydrogen. Methanol (1.5 ml) and water (0.3 ml) were added and boric acid was dissolved therein. Then, a solution of 80 mg of 4,5-(dimethylmethylenedioxy)-6-(methoxymethoxy)-3,3a,4,5,6,7-hexahydro-2,1-benzoisooxazole in 3.5 ml of methanol... The solvent is CO (Methanol), CO (methanol), C(C)OCC (diethyl ether), CO (methanol). RXN SMILES: [OH2:1].B(O)(O)O.[H][H].[CH3:8][C:9]1([CH3:25])[O:24][CH:12]2[CH:13]([O:20][CH2:21][O:22][CH3:23])[CH2:14][C:15]3[CH:16]([CH2:17][O:18]N=3)[CH:11]2[O:10]1>[Ni].CO.C(OCC)C>[OH:18][CH2:17][CH:16]1[CH:11]2[O:10][C:9]([CH3:25])([CH3:8])[O:24][CH:12]2[CH:13]([O:20][CH2:21][O:22][CH3:23])[CH2:14][C:15]1=[O:1]. The yield is 61.0%. Conditions: time 5 hour. Reactants: O (water), B(O)(O)O (boric acid), O (water), CC1(OC2C(C(CC=3C2CON3)OCOC)O1)C (4,5-(dimethylmethylenedioxy)-6-(methoxymethoxy)-3,3a,4,5,6,7-hexahydro-2,1-benzoisooxazole), B(O)(O)O (boric acid), [H][H] (hydrogen). Product: OCC1C(CC(C2C1OC(O2)(C)C)OCOC)=O (2-hydroxymethyl-3,4-(dimethylmethylenedioxy)-5-(methoxymethoxy)cyclohexanone). The reagents and catalysts are [Ni] (Raney nickel). Starting materials: C(C1=CC=CC=C1)OC=1C=C(CCl)C=CC1OC (3-benzyloxy-4-methoxybenzylchloride), FCC#N (fluoroacetonitrile), [Mg] (magnesium), [C-]#N.[Na+] (sodium cyanide), [Cl-].[NH4+] (ammonium chloride), [Cl-].[Na+] (sodium chloride). The solvent is O1CCCC1 (tetrahydrofuran), O1CCCC1 (THF), O (water). Reaction conditions: temperature -30 celsius, time 30 minute. The product is C(C1=CC=CC=C1)OC=1C=C(C[Mg]Cl)C=CC1OC (3-benzyloxy-4-methoxybenzyl magnesium chloride). As a reaction SMILES: [CH2:1]([O:8][C:9]1[CH:10]=[C:11]([CH:14]=[CH:15][C:16]=1[O:17][CH3:18])[CH2:12]Cl)[C:2]1[CH:7]=[CH:6][CH:5]=[CH:4][CH:3]=1.[Mg:19].FCC#N.[C-]#N.[Na+].[Cl-:27].[NH4+].[Cl-].[Na+]>O1CCCC1.O>[CH2:1]([O:8][C:9]1[CH:10]=[C:11]([CH:14]=[CH:15][C:16]=1[O:17][CH3:18])[CH2:12][Mg:19][Cl:27])[C:2]1[CH:7]=[CH:6][CH:5]=[CH:4][CH:3]=1 |f:3.4,5.6,7.8|. Procedure details: Under an atmosphere of nitrogen, 3-benzyloxy-4-methoxybenzyl magnesium chloride is prepared from 3-benzyloxy-4-methoxybenzylchloride (C. Schopf and L. Winterhalder, Ann. 544, 62 (1940) (22.0 g, 84 mmol) and magnesium turnings (4.1 g) in tetrahydrofuran (THF) (100 ml) at room temperature (about 2 hours). After cooling to -30° C., a solution of fluoroacetonitrile (4.94 g) in THF (40 ml) is added dropwise, maintaining the temperature between -30° C. and -40° C. Stirring is continued at this tempera...